This data is from the Open Reaction Database (ORD), a public repository of structured organic reaction records. The task is: describe an organic reaction: reactants, conditions, products, and yield Reactants: COCC(C1CC1)n1cc(Br)nc(Br)c1=O, C1CCOC1, C[Si](C)(C)[N-][Si](C)(C)C, Cc1cc(N)c(C)nc1OC(F)F, [Na+]. Yields the product COCC(C1CC1)n1cc(Br)nc(Nc2cc(C)c(OC(F)F)nc2C)c1=O. RXN SMILES: [Br:1][c:2]1[c:3](=[O:16])[n:4]([CH:9]([CH2:10][O:11][CH3:12])[CH:13]2[CH2:14][CH2:15]2)[cH:5][c:6]([Br:8])[n:7]1.[CH2:40]1[O:41][CH2:42][CH2:43][CH2:44]1.[CH3:31][Si:32]([N-:33][Si:34]([CH3:35])([CH3:36])[CH3:37])([CH3:38])[CH3:39].[F:17][CH:18]([O:19][c:20]1[c:21]([CH3:28])[cH:22][c:23]([NH2:27])[c:24]([CH3:26])[n:25]1)[F:29].[Na+:30]>>[c:2]1([NH:27][c:23]2[cH:22][c:21]([CH3:28])[c:20]([O:19][CH:18]([F:17])[F:29])[n:25][c:24]2[CH3:26])[c:3](=[O:16])[n:4]([CH:9]([CH2:10][O:11][CH3:12])[CH:13]2[CH2:14][CH2:15]2)[cH:5][c:6]([Br:8])[n:7]1. The reactants are C=CCOC(OCC=C)OCC=C, [Cl-], CC(Cl)Cl, [NH4+], O=C(CCl)NCC(O)CO. As a reaction SMILES: [CH2:11]([CH:12]=[CH2:13])[O:14][CH:15]([O:16][CH2:17][CH:18]=[CH2:19])[O:20][CH2:21][CH:22]=[CH2:23].[Cl-:24].[Cl:26][CH:27]([Cl:28])[CH3:29].[NH4+:25].[OH:1][CH:2]([CH2:3][NH:4][C:5]([CH2:6][Cl:7])=[O:8])[CH2:9][OH:10]>>[O:1]1[CH:2]([CH2:3][NH:4][C:5]([CH2:6][Cl:7])=[O:8])[CH2:9][O:10][CH:15]1[O:14][CH2:11][CH:12]=[CH2:13]. Product: C=CCOC1OCC(CNC(=O)CCl)O1. Reactants: C1(=CC=CC=C1)CC(C(=O)O)=O (phenylpyruvic acid), N[C@@H](C)C(=O)N1[C@H](C(=O)O)CCC1 (L-alanyl-L-proline), C(#N)[BH3-].[Na+] (sodium cyanoborohydride). Run in CO.O (methanol water). Product: C(=O)(O)C(CC1=CC=CC=C1)N[C@@H](C)C(=O)N1[C@H](C(=O)O)CCC1 (N-(1-carboxy-2-phenylethyl)-L-alanyl-L-proline). RXN SMILES: [C:1]1([CH2:7][C:8](=O)[C:9]([OH:11])=[O:10])[CH:6]=[CH:5][CH:4]=[CH:3][CH:2]=1.[NH2:13][C@H:14]([C:16]([N:18]1[CH2:25][CH2:24][CH2:23][C@H:19]1[C:20]([OH:22])=[O:21])=[O:17])[CH3:15].C([BH3-])#N.[Na+]>CO.O>[C:9]([CH:8]([NH:13][C@H:14]([C:16]([N:18]1[CH2:25][CH2:24][CH2:23][C@H:19]1[C:20]([OH:22])=[O:21])=[O:17])[CH3:15])[CH2:7][C:1]1[CH:6]=[CH:5][CH:4]=[CH:3][CH:2]=1)([OH:11])=[O:10] |f:2.3,4.5|. Reported procedure: A mixture of phenylpyruvic acid (753 mg) and L-alanyl-L-proline (171 mg) in methanol-water are adjusted to pH 6.8 and treated with sodium cyanoborohydride (173 mg) at room temperature until reaction is complete. The product is absorbed on strong cation exchange resin and eluted with 2% pyridine in water to give 294 mg of crude diastereomeric product, N-(1-carboxy-2-phenylethyl)-L-alanyl-L-proline. A portion is purified by gel filtration (LH-20) for spectrographic analysis. The nmr spectrum shows...